Dataset: the Open Reaction Database (ORD), a public repository of structured organic reaction records. Task: describe an organic reaction: reactants, conditions, products, and yield Reactants: Cc1cccc(CCCN2CC(C)NCC2C)c1, c1ccccc1, O=C(Cl)c1ccco1. Yields the product Cc1cccc(CCCN2CC(C)N(C(=O)c3ccco3)CC2C)c1, Cl. Reaction SMILES: [CH3:1][c:2]1[cH:3][c:4]([CH2:8][CH2:9][CH2:10][N:11]2[CH:12]([CH3:18])[CH2:13][NH:14][CH:15]([CH3:17])[CH2:16]2)[cH:5][cH:6][cH:7]1.[cH:27]1[cH:28][cH:29][cH:30][cH:31][cH:32]1.[o:19]1[c:20]([C:24](=[O:25])[Cl:26])[cH:21][cH:22][cH:23]1>>[CH3:1][c:2]1[cH:3][c:4]([CH2:8][CH2:9][CH2:10][N:11]2[CH:12]([CH3:18])[CH2:13][N:14]([C:24]([c:20]3[o:19][cH:23][cH:22][cH:21]3)=[O:25])[CH:15]([CH3:17])[CH2:16]2)[cH:5][cH:6][cH:7]1.[ClH:26]. Procedure details: A mixture of 29.2 g (87.6 mmol) monoethyl 2-acetylamino-2-(5,6,7,8-tetrahydro-naphthalen-2-ylmethyl)-malonate and 400 mL toluene was refluxed for 5 h. The reaction mixture was then washed with 1 M NaOH and water, dried and evaporated down under reduced pressure. Reaction SMILES: [C:1]([NH:4][C:5]([CH2:14][C:15]1[CH:24]=[CH:23][C:22]2[CH2:21][CH2:20][CH2:19][CH2:18][C:17]=2[CH:16]=1)(C([O-])=O)[C:6]([O:8][CH2:9][CH3:10])=[O:7])(=[O:3])[CH3:2]>C1(C)C=CC=CC=1>[C:1]([NH:4][CH:5]([CH2:14][C:15]1[CH:24]=[CH:23][C:22]2[CH2:21][CH2:20][CH2:19][CH2:18][C:17]=2[CH:16]=1)[C:6]([O:8][CH2:9][CH3:10])=[O:7])(=[O:3])[CH3:2]. Starting materials: C(C)(=O)NC(C(=O)OCC)(C(=O)[O-])CC1=CC=2CCCCC2C=C1 (monoethyl 2-acetylamino-2-(5,6,7,8-tetrahydro-naphthalen-2-ylmethyl)-malonate). Solvent: C1(=CC=CC=C1)C (toluene). Yields the product C(C)(=O)NC(C(=O)OCC)CC1=CC=2CCCCC2C=C1 (ethyl 2-acetylamino-3-(5,6,7,8-tetrahydro-naphthalen-2-yl)-propionate).